Dataset: the Open Reaction Database (ORD), a public repository of structured organic reaction records. Task: describe an organic reaction: reactants, conditions, products, and yield Reactants: C(C)N1C(C=2N(C3=CC=CC=C13)C=C(C2)C(=O)O)=O (4,5-dihydro-5-ethyl-4-oxo-pyrrolo-[1,2-a]-quinoxaline-2-carboxylic acid), C(=O)(N1C=NC=C1)N1C=NC=C1 (carbonyldiimidazole), NC1=NN=NN1 (5-amino-tetrazole). The solvent is CN(C=O)C (dimethylformamide). Conditions: time 30 minute. The product is C(C)N1C(C=2N(C3=CC=CC=C13)C=C(C2)C(=O)NC2=NN=NN2)=O (4,5-dihydro-5-ethyl-4-oxo-N-(1H-tetrazol-5-yl)-pyrrolo-[1,2-a]-quinoxaline-2-carboxamide). The yield is 92.1%. Reaction SMILES: [CH2:1]([N:3]1[C:12]2[C:7](=[CH:8][CH:9]=[CH:10][CH:11]=2)[N:6]2[CH:13]=[C:14]([C:16]([OH:18])=O)[CH:15]=[C:5]2[C:4]1=[O:19])[CH3:2].C(N1C=CN=C1)(N1C=CN=C1)=O.[NH2:32][C:33]1[NH:37][N:36]=[N:35][N:34]=1>CN(C)C=O>[CH2:1]([N:3]1[C:12]2[C:7](=[CH:8][CH:9]=[CH:10][CH:11]=2)[N:6]2[CH:13]=[C:14]([C:16]([NH:32][C:33]3[NH:37][N:36]=[N:35][N:34]=3)=[O:18])[CH:15]=[C:5]2[C:4]1=[O:19])[CH3:2]. Procedure: A mixture of 1.2 g (4.7 mmole) of 4,5-dihydro-5-ethyl-4-oxo-pyrrolo-[1,2-a]-quinoxaline-2-carboxylic acid (prepared by the process of French application No. 2,387,230), 0.81 g (5.0 mmole) of carbonyldiimidazole and 25 ml of anhydrous dimethylformamide was stirred until a clear solution was obtained and 0.425 g (5.0 mmole) of anhydrous 5-amino-tetrazole were added thereto. The mixture was stirred at room temperature for 30 minutes and was then filtered. The recovered product was washed with ethyl...